Task: describe an organic reaction: reactants, conditions, products, and yield. Dataset: the Open Reaction Database (ORD), a public repository of structured organic reaction records Starting materials: ClC1=NC=C(C=C1)Cl (2,5-dichloropyridine), [Li]CCCC (n-BuLi), CCCC(C)C (isohexane), C(C)(C)NC(C)C (diisopropylamine), II (I2). Solvent: C1CCOC1 (THF), C1CCOC1 (THF), C1CCOC1 (THF). Run at temperature -78 celsius, time 30 minute. Product: ClC1=NC=C(C(=C1)I)Cl (2,5-dichloro-4-iodopyridine). Isolated yield 52.5%. As a reaction SMILES: [Cl:1][C:2]1[CH:7]=[CH:6][C:5]([Cl:8])=[CH:4][N:3]=1.[Li]CCCC.CCCC(C)C.C(NC(C)C)(C)C.[I:27]I>C1COCC1>[Cl:1][C:2]1[CH:7]=[C:6]([I:27])[C:5]([Cl:8])=[CH:4][N:3]=1. Reported procedure: A solution of 2,5-dichloropyridine (10 g, 67.57 mmol) in THF (17 mL) was added dropwise to a stirred solution of n-BuLi in isohexane (33.8 mL, 67.57 mmol) and diisopropylamine (9.63 mL, 67.57 mmol) in THF (68.0 mL) cooled to −78° C., over a period of 1 hour under a nitrogen atmosphere. The resulting mixture was stirred at −78° C. for 30 minutes and then a solution of I2 (17.49 g, 68.92 mmol) in THF (17.0 mL) was added dropwise. The resulting solution was stirred at −78° C. for 1 hour and then qu... Starting materials: S(C)C (Me2S), N#N (N2), C(C1=CC=CC=C1)OC(=O)N[C@H]1CC[C@H](CC1)C(=O)O (cis-4-benzyloxycarbonylaminocyclohexanecarboxylic acid), S(C)C (Me2S), [BH4-].[Na+] (NaBH4). The solvent is CO (MeOH), C1CCOC1 (THF). Conditions: temperature 0 celsius. Yields the product C(C1=CC=CC=C1)OC(=O)N[C@H]1CC[C@H](CC1)CO (cis-4-benzyloxycarbonylaminocyclohexane-methanol). As a reaction SMILES: N#N.[CH2:3]([O:10][C:11]([NH:13][C@@H:14]1[CH2:19][CH2:18][C@H:17]([C:20](O)=[O:21])[CH2:16][CH2:15]1)=[O:12])[C:4]1[CH:9]=[CH:8][CH:7]=[CH:6][CH:5]=1.S(C)C.[BH4-].[Na+]>C1COCC1.CO>[CH2:3]([O:10][C:11]([NH:13][C@@H:14]1[CH2:19][CH2:18][C@H:17]([CH2:20][OH:21])[CH2:16][CH2:15]1)=[O:12])[C:4]1[CH:5]=[CH:6][CH:7]=[CH:8][CH:9]=1 |f:3.4|. Reported procedure: In a flame dried round-bottomed flask equipped with a magnetic stir bar and under inert atmosphere (N2), to a solution of cis-4-benzyloxycarbonylaminocyclohexanecarboxylic acid (417 mg, 1.50 mmol) in THF (15 mL) was added BH3.Me2S complex (2.0 M in THF, 1.5 mL, 3.00 mmol) at 0° C. The reaction mixture was stirred at 0° C. for 1 h30. More BH3.Me2S complex (2.0 M in THF, 1.0 mL, 2.00 mmol) was added at 0° C. followed by NaBH4 (12 mg, 0.30 mmol). The reaction mixture was warmed to rt and stirred at... Starting materials: COCC1(CCNCC1)N(C(C)=O)OCC1=CC=CC=C1 (4-methoxymethyl-4-(N-phenylmethoxyacetamido)piperidine), [I-].[Na+] (sodium iodide), C([O-])([O-])=O.[Na+].[Na+] (sodium carbonate), ClCCC1=CC=CC=C1 ((2-chloroethyl)benzene). The solvent is C(C(C)C)C(=O)C (methyl isobutyl ketone). Yields the product C1(=CC=CC=C1)CCN1CCC(CC1)(N(C(C)=O)OCC1=CC=CC=C1)COC (1-(2-phenylethyl)-4-methoxymethyl-4-(N-phenylmethoxyacetamido)piperidine). The yield is 46.2%. As a reaction SMILES: [CH3:1][O:2][CH2:3][C:4]1([N:10]([O:14][CH2:15][C:16]2[CH:21]=[CH:20][CH:19]=[CH:18][CH:17]=2)[C:11](=[O:13])[CH3:12])[CH2:9][CH2:8][NH:7][CH2:6][CH2:5]1.[I-].[Na+].C(=O)([O-])[O-].[Na+].[Na+].Cl[CH2:31][CH2:32][C:33]1[CH:38]=[CH:37][CH:36]=[CH:35][CH:34]=1>C(C(C)=O)C(C)C>[C:33]1([CH2:32][CH2:31][N:7]2[CH2:8][CH2:9][C:4]([CH2:3][O:2][CH3:1])([N:10]([O:14][CH2:15][C:16]3[CH:17]=[CH:18][CH:19]=[CH:20][CH:21]=3)[C:11](=[O:13])[CH3:12])[CH2:5][CH2:6]2)[CH:38]=[CH:37][CH:36]=[CH:35][CH:34]=1 |f:1.2,3.4.5|. Reported procedure: A mixture of 0.67 g of 4-methoxymethyl-4-(N-phenylmethoxyacetamido)piperidine, 0.1 g of sodium iodide, 2.4 g of sodium carbonate, 3.9 g of (2-chloroethyl)benzene and 75 ml of methyl isobutyl ketone is heated to and maintained at a reflux for four days. The reaction mixture is cooled and filtered. The filtrate is evaporated and the resulting oil is purified using a Waters Associates Prep LC/System 500 and a PrepPAK-500/SILICA column. The mobile phase is 5% methanol in ethyl acetate. The eluent is... The reactants are FC(C=C)(F)F (3,3,3-trifluoropropene), C(C)OC(=O)C=P(C1=CC=CC=C1)(C1=CC=CC=C1)C1=CC=CC=C1 (ethoxycarbonylmethylenetriphenylphosphorane), [C]=O (carbon monoxide), [H][H] (hydrogen), C1(=CC(=CC(=C1)C)C)C (mesitylene). The solvent is C(Cl)Cl (methylene chloride). Run at temperature 110 celsius, time 2 hour. The product is C(C)OC(\C=C\CCC(F)(F)F)=O (6,6,6-trifluoro-2-trans-hexenoic acid ethyl ester). Yield: 50.0%. RXN SMILES: [F:1][C:2]([F:6])([F:5])[CH:3]=[CH2:4].[C]=O.[H][H].[CH2:11]([O:13][C:14]([CH:16]=P(C1C=CC=CC=1)(C1C=CC=CC=1)C1C=CC=CC=1)=[O:15])[CH3:12].[C:36]1(C)C=C(C)C=C(C)C=1>C(Cl)Cl>[CH2:11]([O:13][C:14](=[O:15])/[CH:16]=[CH:36]/[CH2:4][CH2:3][C:2]([F:6])([F:5])[F:1])[CH3:12] |^3:6|. Procedure: Analogously to J. Am. Chem. Soc. 104, 3527-29 (1982), 3.42 g (10 mmol) of Co2 (CO)8 in 50 ml of mesitylene are placed in a 0.3 liter autoclave at 0°; 0.5 mol of 3,3,3-trifluoropropene are introduced, followed at room temperature in succession by 65 bars of carbon monoxide and 65 bars of hydrogen. The reaction mixture is heated to 110° C. and, by the addition of a (1:1) mixture (v/v) of CO and H2, the pressure is maintained constant at 130 bar. After absorption of the theoretical amount of the CO... The product is CN(C)C1CCN(C(=O)c2ccc3[nH]c(C(=O)N4CCC(F)(F)CC4)cc3c2)C1. Starting materials: F[B-](F)(F)F, CN(C)C1CCN(C(=O)c2ccc3[nH]c(C(=O)O)cc3c2)C1, CN(C)C=O, CCN(C(C)C)C(C)C, Cl, FC1(F)CCNCC1, CN(C)C(On1nnc2ccccc21)=[N+](C)C. As a reaction SMILES: [B-:24]([F:25])([F:26])([F:27])[F:28].[CH3:2][N:3]([CH:4]1[CH2:5][N:6]([C:9](=[O:10])[c:11]2[cH:12][c:13]3[cH:14][c:15]([C:20](=[O:21])[OH:22])[nH:16][c:17]3[cH:18][cH:19]2)[CH2:7][CH2:8]1)[CH3:23].[CH3:63][N:64]([CH3:65])[CH:66]=[O:67].[CH:54]([N:55]([CH2:56][CH3:57])[CH:58]([CH3:59])[CH3:60])([CH3:61])[CH3:62].[ClH:1].[F:46][C:47]1([F:53])[CH2:48][CH2:49][NH:50][CH2:51][CH2:52]1.[n:29]1([O:30][C:31]([N:32]([CH3:33])[CH3:34])=[N+:35]([CH3:36])[CH3:37])[c:38]2[cH:39][cH:40][cH:41][cH:42][c:43]2[n:44][n:45]1>>[CH3:2][N:3]([CH:4]1[CH2:5][N:6]([C:9](=[O:10])[c:11]2[cH:12][c:13]3[cH:14][c:15]([C:20](=[O:21])[N:50]4[CH2:49][CH2:48][C:47]([F:46])([F:53])[CH2:52][CH2:51]4)[nH:16][c:17]3[cH:18][cH:19]2)[CH2:7][CH2:8]1)[CH3:23]. Product: ClC=1C=C(CN)C=C(C1SC1=CC=CC2=CC=CC=C12)Cl (3,5-Dichloro-4-[(l-naphthyl)thio)benzyl amine). Solvent: O1CCCC1 (tetrahydrofuran). Starting materials: ClC=1C=C(C=C(C1SC1=CC=CC2=CC=CC=C12)Cl)C(=O)N (3,5-dichloro-4-[(l-naphthyl)thio]benzene carboxamide). Procedure: A solution of 25 g of 3,5-dichloro-4-[(l-naphthyl)thio]benzene carboxamide in 150 ml of dry tetrahydrofuran (THF) is treated with 230 ml of 1.0 M BH3 -THF complex. The resulting solution is heated at reflux for 16 hours. The reaction mixture is cooled with ice and quenched with excess 2 N HCl. The mixture is then made basic with NaOH and extracted with methylene chloride. The combined extracts are washed with water and dried with anhydrous magnesium sulfate. Concentration under reduced pressure ... Reaction SMILES: [Cl:1][C:2]1[CH:3]=[C:4]([C:20]([NH2:22])=O)[CH:5]=[C:6]([Cl:19])[C:7]=1[S:8][C:9]1[C:18]2[C:13](=[CH:14][CH:15]=[CH:16][CH:17]=2)[CH:12]=[CH:11][CH:10]=1>O1CCCC1>[Cl:19][C:6]1[CH:5]=[C:4]([CH:3]=[C:2]([Cl:1])[C:7]=1[S:8][C:9]1[C:18]2[C:13](=[CH:14][CH:15]=[CH:16][CH:17]=2)[CH:12]=[CH:11][CH:10]=1)[CH2:20][NH2:22]. The reactants are CCCCCC (n-hexane), C(CC(O)(C(=O)[O-])CC(=O)[O-])(=O)[O-] (citrate), [Cl-].[Cl-].[Ca+2] (CaCl2). Solvent: OCC(O)CO (glycerol). The product is C(CCCCCCCCCCCCCC)(=O)O (n-pentadecanoic acid). Reaction SMILES: [C:1]([O-])(=O)[CH2:2][C:3]([CH2:8][C:9]([O-:11])=[O:10])(C([O-])=O)O.[Cl-].[Cl-].[Ca+2].[CH3:17][CH2:18][CH2:19][CH2:20][CH2:21][CH3:22]>OCC(CO)O>[C:9]([OH:11])(=[O:10])[CH2:8][CH2:3][CH2:2][CH2:1][CH2:17][CH2:18][CH2:19][CH2:20][CH2:21][CH2:22][CH2:1][CH2:2][CH2:3][CH3:8] |f:1.2.3|. Procedure details: Lipase (Lipase D10 manufactured by Amano Pharmaceutical Co., Ltd.) (60 mg) was dispersed in 15 ml of glycerol containing 8% v/v of 20 mM citrate buffer (pH 5.5) and 100 mM CaCl2 to form a lower layer, a solution of 375 mg of n-pentadecanoic acid in 50 ml of n-hexane (concentration 7.5 mg/ml) was provided thereon as the upper layer, and the two layers were stirred at 40° C. to carry out an esterification reaction at the interface between the two layers. The crystallizing bottle was maintained at ...